From a dataset of the Open Reaction Database (ORD), a public repository of structured organic reaction records. describe an organic reaction: reactants, conditions, products, and yield The reactants are CN(C)C=O, C[Sn](C)(C)c1cc(Cl)cc2c1cnn2S(=O)(=O)c1ccccc1, CCOC(=O)c1cnc(Cl)o1, [Cu]I, c1ccc(P(c2ccccc2)(c2ccccc2)[Pd](P(c2ccccc2)(c2ccccc2)c2ccccc2)(P(c2ccccc2)(c2ccccc2)c2ccccc2)P(c2ccccc2)(c2ccccc2)c2ccccc2)cc1. Yields the product CCOC(=O)c1cnc(-c2cc(Cl)cc3c2cnn3S(=O)(=O)c2ccccc2)o1. RXN SMILES: [CH3:35][N:36]([CH3:37])[CH:38]=[O:39].[Cl:12][c:13]1[cH:14][c:15]([Sn:31]([CH3:32])([CH3:33])[CH3:34])[c:16]2[cH:17][n:18][n:19]([S:22](=[O:23])(=[O:24])[c:25]3[cH:26][cH:27][cH:28][cH:29][cH:30]3)[c:20]2[cH:21]1.[Cl:1][c:2]1[o:3][c:4]([C:7](=[O:8])[O:9][CH2:10][CH3:11])[cH:5][n:6]1.[Cu:117][I:118].[cH:40]1[cH:41][cH:42][c:43]([P:44]([Pd:45]([P:46]([c:47]2[cH:48][cH:49][cH:50][cH:51][cH:52]2)([c:53]2[cH:54][cH:55][cH:56][cH:57][cH:58]2)[c:59]2[cH:60][cH:61][cH:62][cH:63][cH:64]2)([P:65]([c:66]2[cH:67][cH:68][cH:69][cH:70][cH:71]2)([c:72]2[cH:73][cH:74][cH:75][cH:76][cH:77]2)[c:78]2[cH:79][cH:80][cH:81][cH:82][cH:83]2)[P:84]([c:85]2[cH:86][cH:87][cH:88][cH:89][cH:90]2)([c:91]2[cH:92][cH:93][cH:94][cH:95][cH:96]2)[c:97]2[cH:98][cH:99][cH:100][cH:101][cH:102]2)([c:103]2[cH:104][cH:105][cH:106][cH:107][cH:108]2)[c:109]2[cH:110][cH:111][cH:112][cH:113][cH:114]2)[cH:115][cH:116]1>>[c:2]1(-[c:15]2[cH:14][c:13]([Cl:12])[cH:21][c:20]3[c:16]2[cH:17][n:18][n:19]3[S:22](=[O:23])(=[O:24])[c:25]2[cH:26][cH:27][cH:28][cH:29][cH:30]2)[o:3][c:4]([C:7](=[O:8])[O:9][CH2:10][CH3:11])[cH:5][n:6]1. Starting materials: Fc1ccc(Br)c(F)c1, CC(C)=O, CC(C)[N-]C(C)C, Cl, [Li+], C1CCOC1. Product: CC(C)(O)c1c(F)ccc(Br)c1F. RXN SMILES: [Br:9][c:10]1[c:11]([F:17])[cH:12][c:13]([F:16])[cH:14][cH:15]1.[CH3:18][C:19]([CH3:20])=[O:21].[CH:1]([N-:2][CH:3]([CH3:4])[CH3:5])([CH3:6])[CH3:7].[ClH:22].[Li+:8].[O:23]1[CH2:24][CH2:25][CH2:26][CH2:27]1>>[Br:9][c:10]1[c:11]([F:17])[c:12]([C:19]([CH3:18])([CH3:20])[OH:21])[c:13]([F:16])[cH:14][cH:15]1.